The task is: describe an organic reaction: reactants, conditions, products, and yield. This data is from the Open Reaction Database (ORD), a public repository of structured organic reaction records. Reactants: CCCCC(CC)CO, CCN(C(C)C)C(C)C, Nc1nc(Cl)cc(Nc2ccc(Oc3cccc4onc(N)c34)c(F)c2)n1, C1CNC2CNCC2C1. The product is Nc1nc(Nc2ccc(Oc3cccc4onc(N)c34)c(F)c2)cc(N2CC3CCCNC3C2)n1. RXN SMILES: [CH2:46]([CH:47]([CH2:48][CH2:49][CH2:50][CH3:51])[CH2:52][OH:53])[CH3:54].[CH:37]([N:38]([CH:39]([CH3:40])[CH3:41])[CH2:42][CH3:43])([CH3:44])[CH3:45].[NH2:1][c:2]1[n:3][o:4][c:5]2[c:6]1[c:7]([O:11][c:12]1[c:13]([F:27])[cH:14][c:15]([NH:18][c:19]3[n:20][c:21]([NH2:26])[n:22][c:23]([Cl:25])[cH:24]3)[cH:16][cH:17]1)[cH:8][cH:9][cH:10]2.[NH:28]1[CH:29]2[CH:30]([CH2:31][CH2:32][CH2:33]1)[CH2:34][NH:35][CH2:36]2>>[NH2:1][c:2]1[n:3][o:4][c:5]2[c:6]1[c:7]([O:11][c:12]1[c:13]([F:27])[cH:14][c:15]([NH:18][c:19]3[n:20][c:21]([NH2:26])[n:22][c:23]([N:35]4[CH2:34][CH:30]5[CH:29]([NH:28][CH2:33][CH2:32][CH2:31]5)[CH2:36]4)[cH:24]3)[cH:16][cH:17]1)[cH:8][cH:9][cH:10]2.